From a dataset of the Open Reaction Database (ORD), a public repository of structured organic reaction records. describe an organic reaction: reactants, conditions, products, and yield Reported procedure: A mixture of (−)-5-amino-1,3-dihydrospiro[indene-2,3′-pyrrolo[2,3-b]pyridin]-2′(1′H)-one (154 mg, 0.613 mmol, described in Intermediate 3) and 1-(hydroxymethyl)benzotriazole (93 mg, 0.625 mmol) in EtOH (2 mL) and DMF (0.2 mL) was heated at reflux for 4 h, then concentrated to dryness under reduced pressure. The residue was resuspended in THF (3 mL) and sodium borohydride (40 mg, 1.05 mmol) was added. The resulting mixture was heated to 70° C. for 6 h then quenched with H2O (50 mL) and extracted ... Solvent: CCO (EtOH), CN(C)C=O (DMF). Reactants: NC=1C=C2CC3(C(NC4=NC=CC=C43)=O)CC2=CC1 ((−)-5-amino-1,3-dihydrospiro[indene-2,3′-pyrrolo[2,3-b]pyridin]-2′(1′H)-one), NC=1C=C2CC3(C(NC4=NC=CC=C43)=O)CC2=CC1 ((−)-5-amino-1,3-dihydrospiro[indene-2,3′-pyrrolo[2,3-b]pyridin]-2′(1′H)-one), OCN1N=NC2=C1C=CC=C2 (1-(hydroxymethyl)benzotriazole), [BH4-].[Na+] (sodium borohydride). Run at temperature 70 celsius. Reaction SMILES: [NH2:1][C:2]1[CH:3]=[C:4]2[C:17](=[CH:18][CH:19]=1)[CH2:16][C:6]1([C:14]3[C:9](=[N:10][CH:11]=[CH:12][CH:13]=3)[NH:8][C:7]1=[O:15])[CH2:5]2.O[CH2:21]N1C2C=CC=CC=2N=N1.[BH4-].[Na+]>CCO.CN(C=O)C>[CH3:21][NH:1][C:2]1[CH:3]=[C:4]2[C:17](=[CH:18][CH:19]=1)[CH2:16][C:6]1([C:14]3[C:9](=[N:10][CH:11]=[CH:12][CH:13]=3)[NH:8][C:7]1=[O:15])[CH2:5]2 |f:2.3|. The product is CNC=1C=C2CC3(C(NC4=NC=CC=C43)=O)CC2=CC1 (5-(Methylamino)-1,3-dihydrospiro[indene-2,3′-pyrrolo[2,3-b]pyridin]-2′(1′H)-one). Starting materials: CN1N=CC(=C1C(NC1=CC=2N(C=C1)N=C(N2)N2CCOCC2)=O)C(=O)O (1-methyl-5-(2-morpholin-4-yl-[1,2,4]triazolo[1,5-a]pyridin-7-ylcarbamoyl)-1H-pyrazole-4-carboxylic acid), Cl.FC1CNC1 (3-fluoroazetidine hydrochloride), C(C)N(C(C)C)C(C)C (N-ethyldiisopropylamine), CCCP1(=O)OP(=O)(OP(=O)(O1)CCC)CCC (1-propanephosphonic acid cyclic anhydride). Conditions: time 22 hour. Reported procedure: A mixture of 1-methyl-5-(2-morpholin-4-yl-[1,2,4]triazolo[1,5-a]pyridin-7-ylcarbamoyl)-1H-pyrazole-4-carboxylic acid (150 mg, 0.404 mmole), 3-fluoroazetidine hydrochloride (135 mg, 1.21 mmole), N-ethyldiisopropylamine (353 ul, 2.02 mmole) and 1-propanephosphonic acid cyclic anhydride (50% in ethyl acetate, 606 ul, 1.01 mmole) in tetrahydrofurane (7 ml) is stirred for 22 h at room temperature. The solvent is removed under reduced pressure and the residue (994 mg) is triturated for 2 hrs with sat.... As a reaction SMILES: [CH3:1][N:2]1[C:6]([C:7](=[O:24])[NH:8][C:9]2[CH:14]=[CH:13][N:12]3[N:15]=[C:16]([N:18]4[CH2:23][CH2:22][O:21][CH2:20][CH2:19]4)[N:17]=[C:11]3[CH:10]=2)=[C:5]([C:25](O)=[O:26])[CH:4]=[N:3]1.Cl.[F:29][CH:30]1[CH2:33][NH:32][CH2:31]1.C(N(C(C)C)C(C)C)C.CCCP1(OP(CCC)(=O)OP(CCC)(=O)O1)=O>O1CCCC1>[N:18]1([C:16]2[N:17]=[C:11]3[CH:10]=[C:9]([NH:8][C:7]([C:6]4[N:2]([CH3:1])[N:3]=[CH:4][C:5]=4[C:25]([N:32]4[CH2:33][CH:30]([F:29])[CH2:31]4)=[O:26])=[O:24])[CH:14]=[CH:13][N:12]3[N:15]=2)[CH2:23][CH2:22][O:21][CH2:20][CH2:19]1 |f:1.2|. Yield: 39.3%. Solvent: O1CCCC1 (tetrahydrofurane). Yields the product N1(CCOCC1)C1=NN2C(C=C(C=C2)NC(=O)C=2N(N=CC2C(=O)N2CC(C2)F)C)=N1 (4-(3-fluoro-azetidine-1-carbonyl)-2-methyl-2H-pyrazole-3-carboxylic acid (2-morpholin-4-yl-[1,2,4]triazolo[1,5-a]pyridin-7-yl)-amide). The reactants are BrCCOC=1C=C(C=CC1)C1=NOC2=C1SC=C2 (3-[3-(2-bromo-ethoxy)-phenyl]-thieno[2,3-d]isoxazole), C([O-])([O-])=O.[K+].[K+] (potassium carbonate), FC1=CC=C(CN)C=C1 (4-fluorobenzylamine). The solvent is C(C)#N (acetonitrile). Product: FC1=CC=C(CNCCOC2=CC(=CC=C2)C2=NOC3=C2SC=C3)C=C1 ((4-fluoro-benzyl)-[2-(3-thieno[2,3-d]isoxazol-3-yl-phenoxy)-ethyl]-amine). Reaction SMILES: Br[CH2:2][CH2:3][O:4][C:5]1[CH:6]=[C:7]([C:11]2[C:15]3[S:16][CH:17]=[CH:18][C:14]=3[O:13][N:12]=2)[CH:8]=[CH:9][CH:10]=1.C(=O)([O-])[O-].[K+].[K+].[F:25][C:26]1[CH:33]=[CH:32][C:29]([CH2:30][NH2:31])=[CH:28][CH:27]=1>C(#N)C>[F:25][C:26]1[CH:33]=[CH:32][C:29]([CH2:30][NH:31][CH2:2][CH2:3][O:4][C:5]2[CH:10]=[CH:9][CH:8]=[C:7]([C:11]3[C:15]4[S:16][CH:17]=[CH:18][C:14]=4[O:13][N:12]=3)[CH:6]=2)=[CH:28][CH:27]=1 |f:1.2.3|. Procedure: The title compound is prepared from 3-[3-(2-bromo-ethoxy)-phenyl]-thieno[2,3-d]isoxazole, potassium carbonate, 4-fluorobenzylamine and acetonitrile essentially as described above in example 18 except that the column is eluted using a solvent gradient of 40% ethyl acetate in heptane, to 100% ethyl acetate. Purity by LC/MS (APCI)=100%, [M+H]+=369. Run at temperature 40 celsius, time 3 hour. Reported procedure: In a 25 mL round-bottomed flask, the above prepared 5-(4-cyano-phenyl)-6-(2,2,2-trifluoro-ethoxy)-nicotinic acid methyl ester (0.891 g, 2.65 mmol, Eq: 1.00) was combined with THF (7 mL) and water (3.5 mL) to give a light yellow biphasic system. Lithium hydroxide (127 mg, 5.3 mmol, Eq: 2) was added and the reaction mixture was stirred at 40° C. for 3 hours when TLC indicated the reaction to be complete. Work up: 10 mL H2O and 7 mL HCl 1N were added, the mixture extracted with AcOEt (2×50 mL), the... Product: C(#N)C1=CC=C(C=C1)C=1C(=NC=C(C(=O)O)C1)OCC(F)(F)F (5-(4-Cyano-phenyl)-6-(2,2,2-trifluoro-ethoxy)-nicotinic acid). Isolated yield 93.0%. RXN SMILES: C[O:2][C:3](=[O:24])[C:4]1[CH:9]=[C:8]([C:10]2[CH:15]=[CH:14][C:13]([C:16]#[N:17])=[CH:12][CH:11]=2)[C:7]([O:18][CH2:19][C:20]([F:23])([F:22])[F:21])=[N:6][CH:5]=1.C1COCC1.[OH-].[Li+].Cl>O>[C:16]([C:13]1[CH:12]=[CH:11][C:10]([C:8]2[C:7]([O:18][CH2:19][C:20]([F:23])([F:22])[F:21])=[N:6][CH:5]=[C:4]([CH:9]=2)[C:3]([OH:24])=[O:2])=[CH:15][CH:14]=1)#[N:17] |f:2.3|. Starting materials: COC(C1=CN=C(C(=C1)C1=CC=C(C=C1)C#N)OCC(F)(F)F)=O (5-(4-cyano-phenyl)-6-(2,2,2-trifluoro-ethoxy)-nicotinic acid methyl ester), Cl (HCl), C1CCOC1 (THF), [OH-].[Li+] (Lithium hydroxide). Run in O (H2O), O (water). Reactants: C(C)(=O)OC(C)=O (Acetic anhydride), NC1=CC=C(C=C1)CCC=1OC=CC1 (2-[2-(4-aminophenyl)ethyl]furan), O (water). Run in N1=CC=CC=C1 (pyridine). Product: C(C)(=O)NC1=CC=C(C=C1)CCC=1OC=CC1 (2-[2-(4-acetamidophenyl)ethyl]furan). As a reaction SMILES: [C:1](OC(=O)C)(=[O:3])[CH3:2].[NH2:8][C:9]1[CH:14]=[CH:13][C:12]([CH2:15][CH2:16][C:17]2[O:18][CH:19]=[CH:20][CH:21]=2)=[CH:11][CH:10]=1.O>N1C=CC=CC=1>[C:1]([NH:8][C:9]1[CH:14]=[CH:13][C:12]([CH2:15][CH2:16][C:17]2[O:18][CH:19]=[CH:20][CH:21]=2)=[CH:11][CH:10]=1)(=[O:3])[CH3:2]. Procedure: Acetic anhydride (0.28 ml) was added dropwise to a solution of 2-[2-(4-aminophenyl)ethyl]furan (0.50 g) in pyridine (5 ml) at ambient temperature with stirring. After being stirred for 1 hour, the mixture was poured into water (50 ml) and the resulting precipitate was collected by filtration to give 2-[2-(4-acetamidophenyl)ethyl]furan (0.58 g). The reactants are N1C=C(C2=CC=CC=C12)SC=CC(=O)O (3-(indol-3 ylthio) acrylic acid). The solvent is polyphosphoric acid, C(C)(=O)O (acetic acid). Yields the product S1C=CC(C=2NC=3C=CC=CC3C21)=O (Thiopyrano[3,2-b]indol-4(5H)-one). Isolated yield 53.7%. As a reaction SMILES: [NH:1]1[C:9]2[C:4](=[CH:5][CH:6]=[CH:7][CH:8]=2)[C:3]([S:10][CH:11]=[CH:12][C:13]([OH:15])=O)=[CH:2]1>C(O)(=O)C>[S:10]1[C:3]2[C:4]3[CH:5]=[CH:6][CH:7]=[CH:8][C:9]=3[NH:1][C:2]=2[C:13](=[O:15])[CH:12]=[CH:11]1. Procedure: -- A solution of 76.7 g (0.35 mole) of 3-(indol-3 ylthio) acrylic acid in 4 liters of 10% polyphosphoric acid in acetic acid is stirred at room temperature for 65 hours. The supernatent is decanted from the sticky precipitate, which is partitioned between chloroform and 5% NaOH solution. The organic phase is washed with water, dried, evaporated and the residue recrystallized from 3 liters of 95% ethanol to give 37.8 g of product, mp 242°-243° C. Starting materials: CC=1C=C(C=C(C1OC1=CC(=CC=C1)C(C)C)C)[N+](=O)[O-] (3,5-Dimethyl-4-(3'-isopropylphenoxy)-nitrobenzene). The reagents and catalysts are [Pt] (platinum on carbon). Run in C(C)O (ethanol). Product: CC=1C=C(N)C=C(C1OC1=CC(=CC=C1)C(C)C)C (3,5-dimethyl-4-(3'-isopropylphenoxy)-aniline). RXN SMILES: [CH3:1][C:2]1[CH:3]=[C:4]([N+:19]([O-])=O)[CH:5]=[C:6]([CH3:18])[C:7]=1[O:8][C:9]1[CH:14]=[CH:13][CH:12]=[C:11]([CH:15]([CH3:17])[CH3:16])[CH:10]=1>[Pt].C(O)C>[CH3:18][C:6]1[CH:5]=[C:4]([CH:3]=[C:2]([CH3:1])[C:7]=1[O:8][C:9]1[CH:14]=[CH:13][CH:12]=[C:11]([CH:15]([CH3:16])[CH3:17])[CH:10]=1)[NH2:19]. Reported procedure: 3,5-Dimethyl-4-(3'-isopropylphenoxy)-nitrobenzene (5.21 g) and 521 mg of 10% platinum on carbon in 150 ml ethanol are reduced under hydrogen on a Parr shaker. The solution is filtered through Celite to remove catalyst and the filtrate is stripped to give 3,5-dimethyl-4-(3'-isopropylphenoxy)-aniline which is then fused with 50 g of dimethyl oxalate at 120° for four hours. The resulting mixture is concentrated under high vacuum and the residue chromatographed on silica gel with 9:1 toluene:ethyl a...